This data is from the Open Reaction Database (ORD), a public repository of structured organic reaction records. The task is: describe an organic reaction: reactants, conditions, products, and yield Reactants: C(C)(=O)OCC (ethyl acetate), BrCCCC[C@]12C(NC=3C=CC=C(C13)CCC2)=O ((S)-2a-(4-bromobutyl)-2a,3,4,5-tetrahydro-1H-benz[cd]indol-2-one), C1NCCC2=CC=CC=C12 (1,2,3,4-tetrahydroisoquinoline), C([O-])([O-])=O.[K+].[K+] (potassium carbonate). Run in CN(C=O)C (N,N-dimethylformamide). Product: C1N(CCC2=CC=CC=C12)CCCC[C@]12C(NC=3C=CC=C(C13)CCC2)=O ((S)-2a-(4-(1,2,3,4-tetrahydroisoquinolin-2-yl)-butyl)-2a,3,4,5-tetrahydro-1H-benz[cd]indol-2-one). Yield: 100.0%. Reaction SMILES: Br[CH2:2][CH2:3][CH2:4][CH2:5][C@@:6]12[CH2:17][CH2:16][CH2:15][C:13]3[C:14]1=[C:9]([CH:10]=[CH:11][CH:12]=3)[NH:8][C:7]2=[O:18].[CH2:19]1[C:28]2[C:23](=[CH:24][CH:25]=[CH:26][CH:27]=2)[CH2:22][CH2:21][NH:20]1.C(=O)([O-])[O-].[K+].[K+].C(OCC)(=O)C>CN(C)C=O>[CH2:19]1[C:28]2[C:23](=[CH:24][CH:25]=[CH:26][CH:27]=2)[CH2:22][CH2:21][N:20]1[CH2:2][CH2:3][CH2:4][CH2:5][C@@:6]12[CH2:17][CH2:16][CH2:15][C:13]3[C:14]1=[C:9]([CH:10]=[CH:11][CH:12]=3)[NH:8][C:7]2=[O:18] |f:2.3.4|. Procedure: (S)-2a-(4-bromobutyl)-2a,3,4,5-tetrahydro-1H-benz[cd]indol-2-one (120 mg, 0.40 mmol), 1,2,3,4-tetrahydroisoquinoline (59 mg, 0.44 mmol), and potassium carbonate (83 mg, 0.60 mmol) in anhydrous N,N-dimethylformamide (1 ml) were stirred at room temperature for 2 days. To the reaction mixture obtained was added ethyl acetate (80 ml), which was then washed with water and saturated saline solution. After drying with anhydrous sodium sulfate, the solvent was evaporated under reduced pressure to obtain... Reactants: BrC1=CC(N(C=C1OC)C(C(=O)NC1=CC=C(C(=O)OC(C)(C)C)C=C1)C)=O (tert-butyl 4-{[2-(4-bromo-5-methoxy-2-oxopyridin-1(2H)-yl)propanoyl]amino}benzoate), [1,1-bis(diphenylphosphino)ferrocene]palladium(II) chloride dichloromethane, ClC=1C=CC(=C(C1)B1OC(C(O1)(C)C)(C)C)C1CC1 (2-(5-chloro-2-cyclopropylphenyl)-4,4,5,5-tetramethyl-1,3,2-dioxaborolane), C([O-])([O-])=O.[K+].[K+] (potassium carbonate). Solvent: O1CCOCC1 (dioxane). Reaction conditions: time 8 hour. The product is ClC=1C=CC(=C(C1)C1=CC(N(C=C1OC)C(C(=O)NC1=CC=C(C(=O)OC(C)(C)C)C=C1)C)=O)C1CC1 (tert-Butyl 4-({2-[4-(5-chloro-2-cyclopropylphenyl)-5-methoxy-2-oxopyridin-1(2H)-yl]propanoyl}amino)benzoate). RXN SMILES: Br[C:2]1[C:7]([O:8][CH3:9])=[CH:6][N:5]([CH:10]([CH3:27])[C:11]([NH:13][C:14]2[CH:26]=[CH:25][C:17]([C:18]([O:20][C:21]([CH3:24])([CH3:23])[CH3:22])=[O:19])=[CH:16][CH:15]=2)=[O:12])[C:4](=[O:28])[CH:3]=1.[Cl:29][C:30]1[CH:31]=[CH:32][C:33]([CH:45]2[CH2:47][CH2:46]2)=[C:34](B2OC(C)(C)C(C)(C)O2)[CH:35]=1.C(=O)([O-])[O-].[K+].[K+]>O1CCOCC1>[Cl:29][C:30]1[CH:35]=[CH:34][C:33]([CH:45]2[CH2:47][CH2:46]2)=[C:32]([C:2]2[C:7]([O:8][CH3:9])=[CH:6][N:5]([CH:10]([CH3:27])[C:11]([NH:13][C:14]3[CH:26]=[CH:25][C:17]([C:18]([O:20][C:21]([CH3:24])([CH3:23])[CH3:22])=[O:19])=[CH:16][CH:15]=3)=[O:12])[C:4](=[O:28])[CH:3]=2)[CH:31]=1 |f:2.3.4|. Procedure: Under argon (in a flask dried by heating), 125 mg (0.27 mmol) of tert-butyl 4-{[2-(4-bromo-5-methoxy-2-oxopyridin-1(2H)-yl)propanoyl]amino}benzoate (racemate), 92 mg (0.33 mmol, 1.2 eq.) of 2-(5-chloro-2-cyclopropylphenyl)-4,4,5,5-tetramethyl-1,3,2-dioxaborolane, 114 mg (0.82 mmol, 3.0 eq.) of potassium carbonate and 22 mg (0.03 mmol, 0.1 eq.) of [1,1-bis(diphenylphosphino)ferrocene]palladium(II) chloride/dichloromethane monoadduct were suspended in 5.0 ml of dioxane and stirred overnight in an ...